From a dataset of the Open Reaction Database (ORD), a public repository of structured organic reaction records. describe an organic reaction: reactants, conditions, products, and yield Starting materials: COc1cc(OC)nc(N)n1, CC#N, CC(c1ccccc1[N+](=O)[O-])S(=O)(=O)N=C=O. The product is COc1cc(OC)nc(NC(=O)NS(=O)(=O)C(C)c2ccccc2[N+](=O)[O-])n1. Reaction SMILES: [CH3:18][O:19][c:20]1[n:21][c:22]([NH2:28])[n:23][c:24]([O:26][CH3:27])[cH:25]1.[CH3:29][C:30]#[N:31].[N+:1](=[O:2])([O-:3])[c:4]1[c:5]([CH:10]([CH3:11])[S:12](=[O:13])(=[O:14])[N:15]=[C:16]=[O:17])[cH:6][cH:7][cH:8][cH:9]1>>[N+:1](=[O:2])([O-:3])[c:4]1[c:5]([CH:10]([CH3:11])[S:12](=[O:13])(=[O:14])[NH:15][C:16](=[O:17])[NH:28][c:22]2[n:21][c:20]([O:19][CH3:18])[cH:25][c:24]([O:26][CH3:27])[n:23]2)[cH:6][cH:7][cH:8][cH:9]1. Starting materials: COCCN(C(=O)C=1C=C(C(N2C=CC3=C(C12)SC=C3)=O)C3=CC=C(C=C3)OCC3=CC=CC=C3)C3=CC=CC=C3 (8-(4-benzyloxy-phenyl)-7-oxo-7H-thieno[2,3-a]quinolizine-10-carboxylic acid (2-methoxy-ethyl)-phenyl-amide), C(CC)I (propyl iodide). Product: COCCN(C(=O)C=1C=C(C(N2C=CC3=C(C12)SC(=C3)CCC)=O)C3=CC=C(C=C3)OCC3=CC=CC=C3)C3=CC=CC=C3 (8-(4-Benzyloxy-phenyl)-2-propyl-7-oxo-7H-thieno[2,3-a]quinolizine-10-carboxylic acid (2-methoxy-ethyl)-phenyl-amide). Reaction SMILES: [CH3:1][O:2][CH2:3][CH2:4][N:5]([C:36]1[CH:41]=[CH:40][CH:39]=[CH:38][CH:37]=1)[C:6]([C:8]1[CH:9]=[C:10]([C:22]2[CH:27]=[CH:26][C:25]([O:28][CH2:29][C:30]3[CH:35]=[CH:34][CH:33]=[CH:32][CH:31]=3)=[CH:24][CH:23]=2)[C:11](=[O:21])[N:12]2[C:17]=1[C:16]1[S:18][CH:19]=[CH:20][C:15]=1[CH:14]=[CH:13]2)=[O:7].[CH2:42](I)[CH2:43][CH3:44]>>[CH3:1][O:2][CH2:3][CH2:4][N:5]([C:36]1[CH:37]=[CH:38][CH:39]=[CH:40][CH:41]=1)[C:6]([C:8]1[CH:9]=[C:10]([C:22]2[CH:27]=[CH:26][C:25]([O:28][CH2:29][C:30]3[CH:35]=[CH:34][CH:33]=[CH:32][CH:31]=3)=[CH:24][CH:23]=2)[C:11](=[O:21])[N:12]2[C:17]=1[C:16]1[S:18][C:19]([CH2:42][CH2:43][CH3:44])=[CH:20][C:15]=1[CH:14]=[CH:13]2)=[O:7]. Procedure details: By lithiation of 8-(4-benzyloxy-phenyl)-7-oxo-7H-thieno[2,3-a]quinolizine-10-carboxylic acid (2-methoxy-ethyl)-phenyl-amide and reaction with propyl iodide. Starting materials: C(=O)O.NC[C@H](O[Si](C)(C)C(C)(C)C)C1=C2C=CC(NC2=C(C=C1)O)=O ((R)-5-(2-Amino-1-(tert-butyldimethylsilyloxy)ethyl)-8-hydroxyquinolin-2(1H)-one formate), Cl (hydrochloric acid). Run in CO (methanol). Reaction conditions: time 16 hour. Product: Cl.NC[C@H](O)C1=C2C=CC(NC2=C(C=C1)O)=O ((R)-5-(2-Amino-1-hydroxyethyl)-8-hydroxyquinolin-2(1H)-one hydrochloride). The yield is 99.0%. RXN SMILES: C(O)=O.[NH2:4][CH2:5][C@@H:6]([C:15]1[CH:24]=[CH:23][C:22]([OH:25])=[C:21]2[C:16]=1[CH:17]=[CH:18][C:19](=[O:26])[NH:20]2)[O:7][Si](C(C)(C)C)(C)C.[ClH:27]>CO>[ClH:27].[NH2:4][CH2:5][C@@H:6]([C:15]1[CH:24]=[CH:23][C:22]([OH:25])=[C:21]2[C:16]=1[CH:17]=[CH:18][C:19](=[O:26])[NH:20]2)[OH:7] |f:0.1,4.5|. Procedure details: (R)-5-(2-Amino-1-(tert-butyldimethylsilyloxy)ethyl)-8-hydroxyquinolin-2(1H)-one formate (0.23 g, 0.61 mmol) was dissolved in hydrochloric acid (5 mL, 4 M solution in dioxane) and methanol (5 mL). The reaction mixture was stirred at RT for 16 hours before concentrating in vacuo. The resulting residue was washed with ethyl acetate and dried in a vacuum oven for 18 hours to afford the title compound (0.15 g, 99%). The reactants are Cc1ccc(-c2c(CNC(=O)OC(C)(C)C)c(CC(C)C)nc3ccc(C#CCCCC#N)cc23)cc1, C, CCO, [Pd]. The product is Cc1ccc(-c2c(CNC(=O)OC(C)(C)C)c(CC(C)C)nc3ccc(CCCCCC#N)cc23)cc1. RXN SMILES: [C:1](#[N:2])[CH2:3][CH2:4][CH2:5][C:6]#[C:7][c:8]1[cH:9][c:10]2[c:11](-[c:31]3[cH:32][cH:33][c:34]([CH3:37])[cH:35][cH:36]3)[c:12]([CH2:22][NH:23][C:24]([O:25][C:26]([CH3:27])([CH3:28])[CH3:29])=[O:30])[c:13]([CH2:18][CH:19]([CH3:20])[CH3:21])[n:14][c:15]2[cH:16][cH:17]1.[C:38].[CH3:40][CH2:41][OH:42].[Pd:39]>>[C:1](#[N:2])[CH2:3][CH2:4][CH2:5][CH2:6][CH2:7][c:8]1[cH:9][c:10]2[c:11](-[c:31]3[cH:32][cH:33][c:34]([CH3:37])[cH:35][cH:36]3)[c:12]([CH2:22][NH:23][C:24]([O:25][C:26]([CH3:27])([CH3:28])[CH3:29])=[O:30])[c:13]([CH2:18][CH:19]([CH3:20])[CH3:21])[n:14][c:15]2[cH:16][cH:17]1. The reactants are BrC=1C=NC2=CC=CC=C2C1 (3-bromoquinoline), C(C)(C)OB(OC(C)C)OC(C)C (triisopropylborate), C(CCC)[Li] (n-butyl lithium). Solvent: C1(=CC=CC=C1)C.C1CCOC1 (toluene THF). Run at temperature -40 celsius, time 30 minute. Yields the product N1=CC(=CC2=CC=CC=C12)B(O)O (Quinoline-3-boronic acid). Reaction SMILES: Br[C:2]1[CH:3]=[N:4][C:5]2[C:10]([CH:11]=1)=[CH:9][CH:8]=[CH:7][CH:6]=2.C([O:15][B:16](OC(C)C)[O:17]C(C)C)(C)C.C([Li])CCC>C1(C)C=CC=CC=1.C1COCC1>[N:4]1[C:5]2[C:10](=[CH:9][CH:8]=[CH:7][CH:6]=2)[CH:11]=[C:2]([B:16]([OH:17])[OH:15])[CH:3]=1 |f:3.4|. Reported procedure: To a solution of 3-bromoquinoline (Sigma-Aldrich, St. Louis, USA) (1 eq, 14.0 mmol, 1.94 ml) in toluene/THF (4:1, 25 ml), triisopropylborate (1.2 eq, 16.8 mmol, 3.94 ml) is added. The mixture is cooled to −40° C., then n-butyl lithium (1.6 M in THF, 1.2 eq, 17 mmol, 10.5 ml) is added within 30 min. After stirring for additional 30 min at this temperature, the cooling bath is removed and the reaction mixture is allowed to to warm up to −20° C. before quenching with aqueous HCl solution (2 N). The... The reactants are C(C)OC(CCCSC=1SC(=NN1)NC(=O)N(C1CCCCC1)C1CCCCC1)=O (4-[5-(3,3-Dicyclohexyl-ureido)-[1,3,4]thiadiazol-2-ylsulfanyl]-butyric acid ethyl ester), C1(CCCCC1)NC1CCCCC1 (dicyclohexylamine), C(C)OC(CCCSC=1SC(=NN1)N)=O (4-(5-amino-[1,3,4]thiadiazol-2-ylsulfanyl)-butyric acid ethyl ester). Product: C1(CCCCC1)N(C(NC1=NN=C(S1)SCCCC(=O)O)=O)C1CCCCC1 (4-[5-(3,3-Dicyclohexyl-ureido)-[1,3,4]thiadiazol-2-ylsulfanyl]-butyric acid). As a reaction SMILES: C([O:3][C:4](=[O:30])[CH2:5][CH2:6][CH2:7][S:8][C:9]1[S:10][C:11]([NH:14][C:15]([N:17]([CH:24]2[CH2:29][CH2:28][CH2:27][CH2:26][CH2:25]2)[CH:18]2[CH2:23][CH2:22][CH2:21][CH2:20][CH2:19]2)=[O:16])=[N:12][N:13]=1)C.C1(NC2CCCCC2)CCCCC1.C(OC(=O)CCCSC1SC(N)=NN=1)C>>[CH:24]1([N:17]([CH:18]2[CH2:19][CH2:20][CH2:21][CH2:22][CH2:23]2)[C:15](=[O:16])[NH:14][C:11]2[S:10][C:9]([S:8][CH2:7][CH2:6][CH2:5][C:4]([OH:30])=[O:3])=[N:13][N:12]=2)[CH2:25][CH2:26][CH2:27][CH2:28][CH2:29]1. Procedure: 4-[5-(3,3-Dicyclohexyl-ureido)-[1,3,4]thiadiazol-2-ylsulfanyl]-butyric acid ethyl ester was pre-pared as described in general procedure (A) using dicyclohexylamine and 4-(5-amino-[1,3,4]thiadiazol-2-ylsulfanyl)-butyric acid ethyl ester. Hydrolysis using general procedure (F) gave the title compound.